Task: describe an organic reaction: reactants, conditions, products, and yield. Dataset: the Open Reaction Database (ORD), a public repository of structured organic reaction records Run in ice water, S(O)(O)(=O)=O (sulfuric acid). The product is CCC1=C2CN3C(=CC4=C(C3=O)COC(=O)[C@@]4(CC)O)C2=NC5=CC=CC=C51 (7-ethylcamptothecin). Procedure details: In an aqueous solution of sulfuric acid (15 ml of concentrated sulfuric acid in 30 ml of water) were dissolved camptothecin (1.00 g, 2.87 m-mol), ferrous sulfate heptahydrate (5.60 g, 20.1 m-mol) and 1-propanol (6 ml, 86.1 m-mol). To this solution was added dropwise under ice-cooling and agitation a 30% aqueous solution of hydrogen peroxide (2.1 ml, 20.1 m-mol) in small portions. After addition of the hydrogen peroxide, the agitation was continued for one hour at room temperature. The reaction w... Starting materials: aqueous solution, OO (hydrogen peroxide), CC[C@@]1(C2=C(COC1=O)C(=O)N3CC=4C=C5C=CC=CC5=NC4C3=C2)O (camptothecin), ferrous sulfate heptahydrate, C(CC)O (1-propanol), OO (hydrogen peroxide). Run at time 1 hour. Reaction SMILES: [CH3:1][CH2:2][C@@:3]1([OH:26])[C:8](=[O:9])[O:7][CH2:6][C:5]2[C:10]([N:12]3[C:24](=[CH:25][C:4]1=2)[C:23]1[N:22]=[C:21]2[C:16]([CH:17]=[CH:18][CH:19]=[CH:20]2)=[CH:15][C:14]=1[CH2:13]3)=[O:11].[CH2:27](O)[CH2:28]C.OO>S(=O)(=O)(O)O>[CH3:27][CH2:28][C:15]1[C:16]2[C:21](=[CH:20][CH:19]=[CH:18][CH:17]=2)[N:22]=[C:23]2[C:14]=1[CH2:13][N:12]1[C:10](=[O:11])[C:5]3[CH2:6][O:7][C:8]([C@:3]([OH:26])([CH2:2][CH3:1])[C:4]=3[CH:25]=[C:24]12)=[O:9]. Reactants: 2, [OH-].[Na+] (sodium hydroxide), COC(C(COC1=C(C=C(C=C1)C(F)(F)F)C#N)OC1=CC=CC=C1Cl)=O (3-(2'-cyano-4'-trifluoromethylphenoxy)-α-(6-chlorophenoxy)-propionic acid-methyl ester). Solvent: CO (methanol). Reaction conditions: time 3 hour. Product: C(#N)C1=C(OCC(C(=O)O)OC2=CC=CC=C2Cl)C=CC(=C1)C(F)(F)F (3-(2'-cyano-4'-trifluoromethylphenoxy)-α-(6-chlorophenoxy)-propionic acid). Reaction SMILES: C[O:2][C:3](=[O:27])[CH:4]([O:19][C:20]1[C:25]([Cl:26])=[CH:24][CH:23]=[CH:22][CH:21]=1)[CH2:5][O:6][C:7]1[CH:12]=[CH:11][C:10]([C:13]([F:16])([F:15])[F:14])=[CH:9][C:8]=1[C:17]#[N:18].[OH-].[Na+]>CO>[C:17]([C:8]1[CH:9]=[C:10]([C:13]([F:14])([F:15])[F:16])[CH:11]=[CH:12][C:7]=1[O:6][CH2:5][CH:4]([O:19][C:20]1[C:25]([Cl:26])=[CH:24][CH:23]=[CH:22][CH:21]=1)[C:3]([OH:27])=[O:2])#[N:18] |f:1.2|. Reported procedure: 60 g (0.15 Mol) of the methyl ester obtained in Example 1 are dissolved in 400 ml of methanol and 100 ml of 2 n methanolic sodium hydroxide solution is added thereto. This reaction mixture is stirred for 3 hours at room temperature. The solvent is then evaporated under reduced pressure and the residue dissolved in water. After acidifying with concentrated hydrochloric acid, the acid separates as viscous oil. After extraction with a mixture of ethyl acetate and toluene 1:1, and evaporation of the... Reactants: O=C([O-])O, Nc1ncccc1C(=O)NCc1cc2ccc(OCc3ccccc3)cc2o1, [Na+], O, O=C(O)C(F)(F)F. Yields the product Nc1ncccc1C(=O)NCc1cc2ccc(O)cc2o1. As a reaction SMILES: [C:29](=[O:30])([OH:31])[O-:32].[NH2:1][c:2]1[c:3]([C:4](=[O:5])[NH:6][CH2:7][c:8]2[o:9][c:10]3[c:11]([cH:12]2)[cH:13][cH:14][c:15]([O:17][CH2:18][c:19]2[cH:20][cH:21][cH:22][cH:23][cH:24]2)[cH:16]3)[cH:25][cH:26][cH:27][n:28]1.[Na+:33].[OH2:34].[OH:35][C:36]([C:37]([F:38])([F:39])[F:40])=[O:41]>>[NH2:1][c:2]1[c:3]([C:4](=[O:5])[NH:6][CH2:7][c:8]2[o:9][c:10]3[c:11]([cH:12]2)[cH:13][cH:14][c:15]([OH:17])[cH:16]3)[cH:25][cH:26][cH:27][n:28]1. Reactants: C1CCC2=CC=CC=C12 (2,3-dihydro-1H-indene), C(C)(=O)OC(C)=O (acetic anhydride), ice water. The solvent is C(Cl)Cl (CH2Cl2). Reaction conditions: time 15 hour. Yields the product C1CCC2=CC=C(C=C12)C(C)=O (1-(2,3-Dihydro-1H-inden-6-yl)ethanone). Yield: 88.1%. Reaction SMILES: [CH2:1]1[C:9]2[C:4](=[CH:5][CH:6]=[CH:7][CH:8]=2)[CH2:3][CH2:2]1.[C:10](OC(=O)C)(=[O:12])[CH3:11]>C(Cl)Cl>[CH2:1]1[C:9]2[C:4](=[CH:5][CH:6]=[C:7]([C:10](=[O:12])[CH3:11])[CH:8]=2)[CH2:3][CH2:2]1. Procedure details: A mixture of 2,3-dihydro-1H-indene (100.0 g, 0.85 mol) and acetic anhydride (104.2 g, 1.35 mol) was added drop-wise to a slurry of A1C13 (272.0 g, 2.04 mol) in CH2Cl2 (1000 ml) at 0° C. over a period of 3 h. The reaction mixture was stirred at room temperature under a nitrogen atmosphere for 15 h. Then the reaction mixture was poured into ice water (500 mL) and extracted with ethyl acetate (500 mL×3). The combined organic layers were washed with brine (500 mL), dried over Na2SO4 and evaporated i... Reactants: N12CC(C(CC1)CC2)C2=C(NC1=CC=C(C=C21)OC)C(=O)O (3-(3-quinuclidinyl)-5-methoxyindole-2-carboxylic acid). Solvent: CN(C1=CC=CC=C1)C (N,N-dimethylaniline). Yields the product COC=1C=C2C(=CNC2=CC1)C1CN2CCC1CC2 (3-(5-methoxy-3-indolyl)quinuclidine). RXN SMILES: [N:1]12[CH2:8][CH2:7][CH:4]([CH2:5][CH2:6]1)[CH:3]([C:9]1[C:17]3[C:12](=[CH:13][CH:14]=[C:15]([O:18][CH3:19])[CH:16]=3)[NH:11][C:10]=1C(O)=O)[CH2:2]2>CN(C)C1C=CC=CC=1>[CH3:19][O:18][C:15]1[CH:16]=[C:17]2[C:12](=[CH:13][CH:14]=1)[NH:11][CH:10]=[C:9]2[CH:3]1[CH:4]2[CH2:5][CH2:6][N:1]([CH2:8][CH2:7]2)[CH2:2]1. Procedure: 100 mg of 3-(3-quinuclidinyl)-5-methoxyindole-2-carboxylic acid are stirred at 180° in N,N-dimethylaniline for 8 hours. The mixture is then worked up as is customary. 3-(5-methoxy-3-indolyl)quinuclidine is obtained. Starting materials: C(C=C)OC1=CC=C(C(=O)C2=CC=CC=C2)C=C1 (4-allyloxybenzophenone), C(C=C)OC1=CC=C(C(=O)C2=CC=CC=C2)C=C1 (4-allyloxybenzophenone), C[SiH](O[SiH](C)C)C (1,1,3,3-tetramethyldisiloxane), 2L, C(C=C)OC1=CC=C(C(=O)C2=CC=CC=C2)C=C1.C1CCOC1 (4-allyloxybenzophenone THF), C(C=C)OC1=CC=C(C(=O)C2=CC=CC=C2)C=C1 (4-allyloxybenzophenone). Run in C1CCOC1 (THF), C1CCOC1 (THF). Run at temperature 60 celsius, time 15 minute. Yields the product C[SiH](O[Si](O[SiH](C)C)(C)C)C (1,1,3,3,5,5-hexamethyltrisiloxane). As a reaction SMILES: C(OC1C=CC(C(C2C=CC=CC=2)=O)=CC=1)C=C.[CH3:19][SiH:20]([CH3:25])[O:21][SiH:22]([CH3:24])[CH3:23].C(OC1C=CC(C(C2C=CC=CC=2)=O)=CC=1)C=C.C1COCC1>C1COCC1>[CH3:19][SiH:20]([CH3:25])[O:21][Si:22]([CH3:24])([CH3:23])[O:21][SiH:20]([CH3:25])[CH3:19] |f:2.3|. Reported procedure: Allyloxybenzophenone 1 (200 g, 840 mmol) was dissolved with warming in THF (150 mL, EM Science) and charged to an addition funnel placed on a 2L four-necked flask equipped with a mechanical stirrer, reflux condenser and internal temperature probe under a dry air purge. To the reaction vessel was added 1,1,3,3-tetramethyldisiloxane (740 mL, 4.18 mol, Hanse Chemie) and THF (100 mL). The internal pot temperature was raised to 50° C., at which point chlorotris(triphenylphosphine) rhodium (“Wilkinson...